The task is: describe an organic reaction: reactants, conditions, products, and yield. This data is from the Open Reaction Database (ORD), a public repository of structured organic reaction records. Starting materials: Cc1c(C2CCN(C(=O)OC(C)(C)C)CC2)[nH][nH]c1=O, CCOCC, C=[N+]=[N-]. Product: COc1n[nH]c(C2CCN(C(=O)OC(C)(C)C)CC2)c1C. As a reaction SMILES: [C:1]([CH3:2])([CH3:3])([CH3:4])[O:5][C:6](=[O:7])[N:8]1[CH2:9][CH2:10][CH:11]([c:14]2[c:15]([CH3:20])[c:16](=[O:19])[nH:17][nH:18]2)[CH2:12][CH2:13]1.[CH3:24][CH2:25][O:26][CH2:27][CH3:28].[N+:21](=[N-:22])=[CH2:23]>>[C:1]([CH3:2])([CH3:3])([CH3:4])[O:5][C:6](=[O:7])[N:8]1[CH2:9][CH2:10][CH:11]([c:14]2[c:15]([CH3:20])[c:16]([O:19][CH3:23])[n:17][nH:18]2)[CH2:12][CH2:13]1. Reactants: ClC1=NC=CC(=C1)C(C)O (1-(2-Chloropyridin-4-yl)ethan-1-ol), CCN(CC)S(F)(F)F (DAST). Solvent: ClCCl (dichloromethane). Conditions: temperature -78 celsius, time 30 minute. Yields the product ClC1=NC=CC(=C1)C(C)F (2-chloro-4-(1-fluoroethyl)pyridine). As a reaction SMILES: [Cl:1][C:2]1[CH:7]=[C:6]([CH:8](O)[CH3:9])[CH:5]=[CH:4][N:3]=1.CCN(S(F)(F)[F:17])CC>ClCCl>[Cl:1][C:2]1[CH:7]=[C:6]([CH:8]([F:17])[CH3:9])[CH:5]=[CH:4][N:3]=1. Procedure: 1-(2-Chloropyridin-4-yl)ethan-1-ol (115 g, 729 mmol, 1.00 equiv) and dichloromethane (3300 mL) were added to a 5000-mL 4-necked round-bottom flask purged and maintained with an inert atmosphere of nitrogen. DAST (144 g, 893 mmol, 1.25 equiv) was added dropwise with stirring at −78° C. in 30 min. The resulting solution was stirred overnight at room temperature. The reaction was then slowly quenched by the addition of water (1000 mL). The resulting solution was extracted with dichloromethane (3×10...